This data is from the Open Reaction Database (ORD), a public repository of structured organic reaction records. The task is: describe an organic reaction: reactants, conditions, products, and yield Starting materials: C(C)(C)(C)OC(N[C@H](C(C=[N+]=[N-])=O)CC1=CC=C(C=C1)[N+](=O)[O-])=O ((S)-[3-diazo-1-(4-nitrobenzyl)-2-oxo-propyl]-carbamic acid tert-butyl ester), Br (HBr). Solvent: C1CCOC1 (THF). Conditions: temperature 0 celsius, time 1.5 hour. Yields the product BrCC([C@H](CC1=CC=C(C=C1)[N+](=O)[O-])NC(OC(C)(C)C)=O)=O ((S)-tert-butyl 4-bromo-1-(4-nitrophenyl)-3-oxobutan-2-ylcarbamate). RXN SMILES: [C:1]([O:5][C:6](=[O:24])[NH:7][C@@H:8]([CH2:14][C:15]1[CH:20]=[CH:19][C:18]([N+:21]([O-:23])=[O:22])=[CH:17][CH:16]=1)[C:9](=[O:13])[CH:10]=[N+]=[N-])([CH3:4])([CH3:3])[CH3:2].[BrH:25]>C1COCC1>[Br:25][CH2:10][C:9](=[O:13])[C@@H:8]([NH:7][C:6](=[O:24])[O:5][C:1]([CH3:4])([CH3:3])[CH3:2])[CH2:14][C:15]1[CH:20]=[CH:19][C:18]([N+:21]([O-:23])=[O:22])=[CH:17][CH:16]=1. Reported procedure: To a 0° C. solution of (S)-[3-diazo-1-(4-nitrobenzyl)-2-oxo-propyl]-carbamic acid tert-butyl ester, 6, (0.350 g, 1.04 mmol) in THF (5 mL) is added dropwise 48% aq. HBr (0.14 mL, 1.25 mmol). The reaction mixture is stirred at 0° C. for 1.5 hours then the reaction is quenched at 0° C. with sat. Na2CO3. The mixture is extracted with EtOAc (3×25 mL) and the combined organic extracts are washed with brine, dried (Na2SO4), filtered and concentrated to obtain 0.400 g of the product which is used in the... Starting materials: COc1cc2c(=O)[nH]cnc2cc1OCCCN(C)S(C)(=O)=O, CN(C)C=O, O=S(Cl)Cl. The product is COc1cc2c(Cl)ncnc2cc1OCCCN(C)S(C)(=O)=O. RXN SMILES: [CH3:1][O:2][c:3]1[cH:4][c:5]2[c:6](=[O:23])[nH:7][cH:8][n:9][c:10]2[cH:11][c:12]1[O:13][CH2:14][CH2:15][CH2:16][N:17]([S:18](=[O:19])(=[O:20])[CH3:21])[CH3:22].[O:24]=[CH:25][N:26]([CH3:27])[CH3:28].[S:29]([Cl:30])([Cl:31])=[O:32]>>[CH3:1][O:2][c:3]1[cH:4][c:5]2[c:6]([Cl:31])[n:7][cH:8][n:9][c:10]2[cH:11][c:12]1[O:13][CH2:14][CH2:15][CH2:16][N:17]([S:18](=[O:19])(=[O:20])[CH3:21])[CH3:22]. Reactants: COC(CCNC(C1=CC=C(C=C1)C(CCC)OC1=CC=C(C=C1)Br)=O)=O (3-{4-[1-(4-bromo-phenoxy)-butyl]-benzoylamino}-propionic acid methyl ester), C(CCCC)C1=CC=C(C=C1)B(O)O (4-pentylphenylboronic acid). Yields the product C(CCCC)C1=CC=C(C=C1)C1=CC=C(C=C1)OC(CCC)C1=CC=C(C(=O)NCCC(=O)O)C=C1 (3-{4-[1-(4′-Pentyl-biphenyl-4-yloxy)-butyl]-benzoylamino}-propionic acid). RXN SMILES: C[O:2][C:3](=[O:27])[CH2:4][CH2:5][NH:6][C:7](=[O:26])[C:8]1[CH:13]=[CH:12][C:11]([CH:14]([O:18][C:19]2[CH:24]=[CH:23][C:22](Br)=[CH:21][CH:20]=2)[CH2:15][CH2:16][CH3:17])=[CH:10][CH:9]=1.[CH2:28]([C:33]1[CH:38]=[CH:37][C:36](B(O)O)=[CH:35][CH:34]=1)[CH2:29][CH2:30][CH2:31][CH3:32]>>[CH2:28]([C:33]1[CH:34]=[CH:35][C:36]([C:22]2[CH:23]=[CH:24][C:19]([O:18][CH:14]([C:11]3[CH:10]=[CH:9][C:8]([C:7]([NH:6][CH2:5][CH2:4][C:3]([OH:2])=[O:27])=[O:26])=[CH:13][CH:12]=3)[CH2:15][CH2:16][CH3:17])=[CH:20][CH:21]=2)=[CH:37][CH:38]=1)[CH2:29][CH2:30][CH2:31][CH3:32]. Procedure details: This compound is made in a substantially similar manner as Example 117 using isomer 1 of 3-{4-[1-(4-bromo-phenoxy)-butyl]-benzoylamino}-propionic acid methyl ester and 4-pentylphenylboronic acid as starting materials in step D. MS (ES): 488.3 [M+H]+. Reactants: NCCCN1C=NC=C1 (1-(3-Aminopropyl)imidazole), ClC1=C(C=CC=C1)[N+](=O)[O-] (2-chloronitrobenzene). The solvent is C(C)(=O)OCC (ethyl acetate). Conditions: temperature 125 celsius, time 15 hour. The product is N1(C=NC=C1)CCCNC1=C(C=CC=C1)[N+](=O)[O-] (N-[3-(1H-imidazol-1-yl)propyl]-2-nitroaniline). As a reaction SMILES: [NH2:1][CH2:2][CH2:3][CH2:4][N:5]1[CH:9]=[CH:8][N:7]=[CH:6]1.Cl[C:11]1[CH:16]=[CH:15][CH:14]=[CH:13][C:12]=1[N+:17]([O-:19])=[O:18]>C(OCC)(=O)C>[N:5]1([CH2:4][CH2:3][CH2:2][NH:1][C:11]2[CH:16]=[CH:15][CH:14]=[CH:13][C:12]=2[N+:17]([O-:19])=[O:18])[CH:9]=[CH:8][N:7]=[CH:6]1. Reported procedure: 1-(3-Aminopropyl)imidazole (4.55 ml) was added to 2-chloronitrobenzene (3.000 g) and stirred for 15 hours at 125° C. The reaction mixture, with ethyl acetate added thereto, was washed with 1N sodium hydroxide aqueous solution, and extracted with 1N hydrochloric acid aqueous solution. The extract was alkalified with 1N sodium hydroxide aqueous solution, and extracted with ethyl acetate. The extract was washed with saturated brine, dried over sodium sulfate anhydride, and concentrated, thereby yie...